This data is from the Open Reaction Database (ORD), a public repository of structured organic reaction records. The task is: describe an organic reaction: reactants, conditions, products, and yield Starting materials: FC(C1=CC=C(C=C1)C1NCCC2=C1C=CS2)(F)F (4-(4-Trifluoromethylphenyl)-4,5,6,7-tetrahydro-thieno[3,2-c]pyridine), CN(C1=CC=C(C(=O)O)C=C1)C (4-Dimethylaminobenzoic acid), ON1N=NC2=C1C=CC=C2 (1-hydroxybenzotriazole), Cl.CN(CCCN=C=NCC)C (N-(3-dimethylaminopropyl)-N′-ethylcarbodiimide hydrochloride), C(C)(C)N(CC)C(C)C (diisopropylethylamine). The solvent is O (water), CN(C=O)C (N,N-dimethylformamide). Reaction conditions: time 15 minute. Yields the product FC(C1=CC=C(C=C1)C1N(CCC2=C1C=CS2)C(=O)C2=CC=C(C=C2)N(C)C)(F)F ([4-(4-Trifluoromethylphenyl)-4,5,6,7-tetrahydro-thieno[3,2-c]pyridin-5-yl]-(4-dimethylaminophenyl)-methanone). As a reaction SMILES: [CH3:1][N:2]([CH3:12])[C:3]1[CH:11]=[CH:10][C:6]([C:7]([OH:9])=O)=[CH:5][CH:4]=1.ON1C2C=CC=CC=2N=N1.Cl.CN(C)CCCN=C=NCC.[F:35][C:36]([F:53])([F:52])[C:37]1[CH:42]=[CH:41][C:40]([CH:43]2[C:48]3[CH:49]=[CH:50][S:51][C:47]=3[CH2:46][CH2:45][NH:44]2)=[CH:39][CH:38]=1.C(N(C(C)C)CC)(C)C>CN(C)C=O.O>[F:53][C:36]([F:35])([F:52])[C:37]1[CH:38]=[CH:39][C:40]([CH:43]2[C:48]3[CH:49]=[CH:50][S:51][C:47]=3[CH2:46][CH2:45][N:44]2[C:7]([C:6]2[CH:5]=[CH:4][C:3]([N:2]([CH3:1])[CH3:12])=[CH:11][CH:10]=2)=[O:9])=[CH:41][CH:42]=1 |f:2.3|. Reported procedure: 4-Dimethylaminobenzoic acid (0.20 g, 1.2 mmol) was dissolved in N,N-dimethylformamide (3 ml) and 1-hydroxybenzotriazole (0.20 g, 1.5 mmol) was added. To the resulting mixture N-(3-dimethylaminopropyl)-N′-ethylcarbodiimide hydrochloride (0.28 g, 1.5 mmol) was added and the mixture was stirred at room temperature for 15 minutes. 4-(4-Trifluoromethylphenyl)-4,5,6,7-tetrahydro-thieno[3,2-c]pyridine (0.41 g, 1.5 mmol) followed by diisopropylethylamine (0.42 ml, 2.4 mmol) were added and the mixture wa... Starting materials: C(C)(C)(C)OC(=O)N1CCC(CC1)=C(C=1C=CC=C2C=CC=NC12)C1=CC=C(C=C1)C(N(C)CCO)=O (4-({4-[(2-Hydroxy-ethyl)-methyl-carbamoyl]-phenyl}-quinolin-8-yl-methylene)-piperidine-1-carboxylic acid tert-butyl ester), Cl (HCl). Run in O1CCOCC1 (dioxane). Conditions: time 2 hour. Product: OCCN(C(C1=CC=C(C=C1)C(C=1C=CC=C2C=CC=NC12)=C1CCNCC1)=O)C (N-(2-Hydroxy-ethyl)-N-methyl-4-(piperidin-4-ylidene-quinolin-8-yl-methyl)-benzamide). The yield is 99.1%. As a reaction SMILES: C(OC([N:8]1[CH2:13][CH2:12][C:11](=[C:14]([C:25]2[CH:30]=[CH:29][C:28]([C:31](=[O:37])[N:32]([CH2:34][CH2:35][OH:36])[CH3:33])=[CH:27][CH:26]=2)[C:15]2[CH:16]=[CH:17][CH:18]=[C:19]3[C:24]=2[N:23]=[CH:22][CH:21]=[CH:20]3)[CH2:10][CH2:9]1)=O)(C)(C)C.Cl>O1CCOCC1>[OH:36][CH2:35][CH2:34][N:32]([CH3:33])[C:31](=[O:37])[C:28]1[CH:27]=[CH:26][C:25]([C:14](=[C:11]2[CH2:12][CH2:13][NH:8][CH2:9][CH2:10]2)[C:15]2[CH:16]=[CH:17][CH:18]=[C:19]3[C:24]=2[N:23]=[CH:22][CH:21]=[CH:20]3)=[CH:30][CH:29]=1. Procedure details: Compound 1B (4.7 g, 9.3 mmol) was treated with 4N HCl in dioxane (30 mL). 10 min. later, the mixture was decanted, and the solid was stirred in ether (40 mL) for 2 h. The ether was then decanted and the remaining yellow solid dried under high vacuum to yield 3.7 g 1C (100%). 1H NMR (300.132 MHz, DMSO, 90° C.) δ 8.98 (s, 1H), 8.47 (d, J=8.1 Hz, 1H), 7.96 (d, J=6.6 Hz, 1H), 7.69-7.57 (m, 3H), 7.38 (d, J=8.0 Hz, 2H), 7.29 (d, J=8.3 Hz, 2H), 3.53 (t, J=5.8 Hz, 2H), 3.36 (t, J=5.7 Hz, 2H), 3.23 (t, J... The reactants are CN(C=CC(C(C)(C1=NC(=NO1)C)C)=O)C (1-dimethylamino-4-methyl-4-(3-methyl-[1,2,4]oxadiazol-5-yl)-pent-1-en-3-one), [N+](=O)(O)[O-].[N+](=O)(O)[O-].COC=1C=C(C=CC1N1C=NC(=C1)C)NC(=N)N (N-[3-methoxy-4-(4-methyl-imidazol-1-yl)-phenyl]-guanidine dinitrate). Yields the product COC=1C=C(C=CC1N1C=NC(=C1)C)NC1=NC=CC(=N1)C(C)(O)C1=NC(=NO1)C (1-{2-[3-Methoxy-4-(4-methyl-imidazol-1-yl)-phenylamino]-pyrimidin-4-yl}-1-(3-methyl-[1,2,4]oxadiazol-5-yl)-ethanol), solid. The yield is 16.0%. As a reaction SMILES: CN(C)[CH:3]=[CH:4][C:5](=O)[C:6]([CH3:14])([C:8]1[O:12][N:11]=[C:10]([CH3:13])[N:9]=1)C.[N+]([O-])(O)=[O:18].[N+]([O-])(O)=O.[CH3:25][O:26][C:27]1[CH:28]=[C:29]([NH:39][C:40]([NH2:42])=[NH:41])[CH:30]=[CH:31][C:32]=1[N:33]1[CH:37]=[C:36]([CH3:38])[N:35]=[CH:34]1>>[CH3:25][O:26][C:27]1[CH:28]=[C:29]([NH:39][C:40]2[N:42]=[C:5]([C:6]([C:8]3[O:12][N:11]=[C:10]([CH3:13])[N:9]=3)([OH:18])[CH3:14])[CH:4]=[CH:3][N:41]=2)[CH:30]=[CH:31][C:32]=1[N:33]1[CH:37]=[C:36]([CH3:38])[N:35]=[CH:34]1 |f:1.2.3|. Procedure: The title compound was prepared from crude 1-dimethylamino-4-methyl-4-(3-methyl-[1,2,4]oxadiazol-5-yl)-pent-1-en-3-one (138 mg, 0.6 mmol) and N-[3-methoxy-4-(4-methyl-imidazol-1-yl)-phenyl]-guanidine dinitrate (185 mg, 0.5 mmol) using in analogous manner the procedure described in example 39b). Obtained as a pale-yellow solid (32 mg, 16%);